Dataset: the Open Reaction Database (ORD), a public repository of structured organic reaction records. Task: describe an organic reaction: reactants, conditions, products, and yield Starting materials: NCCNC1=NC(=C2N=CN(C2=N1)[C@H]1[C@@H]([C@@H]([C@H](C1)N1N=CC(=C1)C)O)O)NCC(C1=CC=CC=C1)C1=CC=CC=C1 ((1R,2S,3R,5S)-3-[2-(2-Amino-ethylamino)-6-(2,2-diphenyl-ethylamino)-purin-9-yl]-5-(4-methyl-pyrazol-1-yl)-cyclopentane-1,2-diol), S(=O)(=O)(C)Cl (mesyl chloride). Yields the product O[C@H]1[C@@H](C[C@@H]([C@H]1O)N1N=CC(=C1)C)N1C2=NC(=NC(=C2N=C1)NCC(C1=CC=CC=C1)C1=CC=CC=C1)NCCNS(=O)(=O)C (N-{2-[9-[(1R,2S,3R,4S)-2,3-Dihydroxy-4-(4-methyl-pyrazol-1-yl)-cyclopentyl]-6-(2,2-diphenyl-ethylamino)-9H-purin-2-ylamino]-ethyl}-methanesulfonamide). Reaction SMILES: [NH2:1][CH2:2][CH2:3][NH:4][C:5]1[N:13]=[C:12]2[C:8]([N:9]=[CH:10][N:11]2[C@@H:14]2[CH2:18][C@H:17]([N:19]3[CH:23]=[C:22]([CH3:24])[CH:21]=[N:20]3)[C@@H:16]([OH:25])[C@H:15]2[OH:26])=[C:7]([NH:27][CH2:28][CH:29]([C:36]2[CH:41]=[CH:40][CH:39]=[CH:38][CH:37]=2)[C:30]2[CH:35]=[CH:34][CH:33]=[CH:32][CH:31]=2)[N:6]=1.[S:42](Cl)([CH3:45])(=[O:44])=[O:43]>>[OH:26][C@@H:15]1[C@H:16]([OH:25])[C@@H:17]([N:19]2[CH:23]=[C:22]([CH3:24])[CH:21]=[N:20]2)[CH2:18][C@H:14]1[N:11]1[CH:10]=[N:9][C:8]2[C:12]1=[N:13][C:5]([NH:4][CH2:3][CH2:2][NH:1][S:42]([CH3:45])(=[O:44])=[O:43])=[N:6][C:7]=2[NH:27][CH2:28][CH:29]([C:36]1[CH:41]=[CH:40][CH:39]=[CH:38][CH:37]=1)[C:30]1[CH:31]=[CH:32][CH:33]=[CH:34][CH:35]=1. Procedure: The title compound is prepared from (1R,2S,3R,5S)-3-[2-(2-Amino-ethylamino)-6-(2,2-diphenyl-ethylamino)-purin-9-yl]-5-(4-methyl-pyrazol-1-yl)-cyclopentane-1,2-diol and mesyl chloride using a procedure analogous to that of Example 31. MS (ES+) m/e 632 (MH+).